Dataset: the Open Reaction Database (ORD), a public repository of structured organic reaction records. Task: describe an organic reaction: reactants, conditions, products, and yield The reactants are N=1C=CN2C1C=CC=C2SCCCCN2C(SCC2=O)=O (3-[4-(imidazo[1,2-a]pyridin-5-ylthio)butyl]thiazolidine-2,4-dione), FC1=C(C=CC=C1)CCC=O (3-(2-fluorophenyl)-1-propanal), N1CCCCC1 (piperidine). Solvent: C(C)O (ethanol). The product is FC1=C(C=CC=C1)CCC=C1C(N(C(S1)=O)CCCCSC1=CC=CC=2N1C=CN2)=O (5-[3-(2-fluorophenyl)propylidene)-3-[4-(imidazo[1,2-a]pyridin-5-ylthio)butyl]thiazolidine-2,4-dione). RXN SMILES: [N:1]1[CH:2]=[CH:3][N:4]2[C:9]([S:10][CH2:11][CH2:12][CH2:13][CH2:14][N:15]3[C:19](=[O:20])[CH2:18][S:17][C:16]3=[O:21])=[CH:8][CH:7]=[CH:6][C:5]=12.[F:22][C:23]1[CH:28]=[CH:27][CH:26]=[CH:25][C:24]=1[CH2:29][CH2:30][CH:31]=O.N1CCCCC1>C(O)C>[F:22][C:23]1[CH:28]=[CH:27][CH:26]=[CH:25][C:24]=1[CH2:29][CH2:30][CH:31]=[C:18]1[S:17][C:16](=[O:21])[N:15]([CH2:14][CH2:13][CH2:12][CH2:11][S:10][C:9]2[N:4]3[CH:3]=[CH:2][N:1]=[C:5]3[CH:6]=[CH:7][CH:8]=2)[C:19]1=[O:20]. Procedure: To a solution of 964 mg (3.0 mmol) of 3-[4-(imidazo[1,2-a]pyridin-5-ylthio)butyl]thiazolidine-2,4-dione and 609 mg (4.0 mmol) of 3-(2-fluorophenyl)-1-propanal in 20 ml of ethanol, 26 mg (0.3 mmol) of piperidine was added, followed by refluxing for 4.5 hours. After the reaction mixture was cooled, the solvent was distilled off. The residue was dissolved in dichloromethane, washed with purified water and dried, after which the solvent was distilled off. The residue was purified by column chromatog... Starting materials: [H-].[Na+] (sodium hydride), CNC(=O)N1C(SCC1)C1=C(C=CC=C1)OCCN1CCN(CC1)C1=CC(=CC=C1)F (N-methyl-2-{2-[2-(4-(3-fluorophenyl)piperazin-1-yl)ethyloxy]phenyl}thiazolidine-3-carboxamide), C(C)(=O)Cl (acetyl chloride). Run in CN(C=O)C (dimethylformamide), CCOCC (ether). Conditions: temperature 50 celsius, time 20 hour. The product is C(C)(=O)N(C(=O)N1C(SCC1)C1=C(C=CC=C1)OCCN1CCN(CC1)C1=CC(=CC=C1)F)C (N-acetyl-N-methyl-2-{2-[2-(4-(3-fluorophenyl)piperazin-1-yl)ethyloxy]phenyl}thiazolidine-3-carboxamide). Reaction SMILES: [H-].[Na+].[CH3:3][NH:4][C:5]([N:7]1[CH2:11][CH2:10][S:9][CH:8]1[C:12]1[CH:17]=[CH:16][CH:15]=[CH:14][C:13]=1[O:18][CH2:19][CH2:20][N:21]1[CH2:26][CH2:25][N:24]([C:27]2[CH:32]=[CH:31][CH:30]=[C:29]([F:33])[CH:28]=2)[CH2:23][CH2:22]1)=[O:6].[C:34](Cl)(=[O:36])[CH3:35]>CN(C)C=O.CCOCC>[C:34]([N:4]([CH3:3])[C:5]([N:7]1[CH2:11][CH2:10][S:9][CH:8]1[C:12]1[CH:17]=[CH:16][CH:15]=[CH:14][C:13]=1[O:18][CH2:19][CH2:20][N:21]1[CH2:22][CH2:23][N:24]([C:27]2[CH:32]=[CH:31][CH:30]=[C:29]([F:33])[CH:28]=2)[CH2:25][CH2:26]1)=[O:6])(=[O:36])[CH3:35] |f:0.1|. Reported procedure: 0.1 g of sodium hydride (60% oil dispersion) is added to a solution of one g of N-methyl-2-{2-[2-(4-(3-fluorophenyl)piperazin-1-yl)ethyloxy]phenyl}thiazolidine-3-carboxamide in 30 ml of dimethylformamide, and a solution of 0.19 g of acetyl chloride in 5 ml of ether is added thereto. After the mixture is stirred at 50° C. for 20 hours, the mixture is concentrated under reduced pressure to remove solvent. Water is added to the residue, and the aqueous mixture is extracted with ethyl acetate. The e... The reactants are C(C)(=O)OCC (ethyl acetate), COC(C(N)CC1=CC=CC=C1)=O (D,L-phenylalanine methyl ester), [OH-].[Na+] (sodium hydroxide). The solvent is O (water). Run at time 1.5 hour. The product is N[C@@H](CC1=CC=CC=C1)C(=O)O (L-phenylalanine). Isolated yield 98.0%. Reaction SMILES: C[O:2][C:3](=[O:13])[CH:4]([CH2:6][C:7]1[CH:12]=[CH:11][CH:10]=[CH:9][CH:8]=1)[NH2:5].C(OCC)(=O)C.[OH-].[Na+]>O>[NH2:5][C@H:4]([C:3]([OH:13])=[O:2])[CH2:6][C:7]1[CH:12]=[CH:11][CH:10]=[CH:9][CH:8]=1 |f:2.3|. Procedure: A mixture of 1.15 grams of D,L-phenylalanine methyl ester in 2.5 milliliters of water was added to 5.0 milliliters of ethyl acetate. The pH was adjusted to 6.5 with 2.5 milliliters of sodium hydroxide. Two milligrams of chymotrypsin was added and the reaction was stirred gently at room temperature. A white precipitate appeared after 1.5 hours. The precipitate was isolated after 2 hours yielding 0.22 grams with an optical rotation equivalent to 98% pure L-phenylalanine.